This data is from the Open Reaction Database (ORD), a public repository of structured organic reaction records. The task is: describe an organic reaction: reactants, conditions, products, and yield Starting materials: CC#N, O=C(CCl)Nc1ccc2c(c1)COC(NC1CCc3ccccc31)=N2, CC(C)(O)CN. As a reaction SMILES: [CH3:32][C:33]#[N:34].[Cl:1][CH2:2][C:3](=[O:4])[NH:5][c:6]1[cH:7][c:8]2[c:9]([cH:24][cH:25]1)[N:10]=[C:11]([NH:14][CH:15]1[CH2:16][CH2:17][c:18]3[cH:19][cH:20][cH:21][cH:22][c:23]31)[O:12][CH2:13]2.[NH2:26][CH2:27][C:28]([CH3:29])([OH:30])[CH3:31]>>[CH2:2]([C:3](=[O:4])[NH:5][c:6]1[cH:7][c:8]2[c:9]([cH:24][cH:25]1)[N:10]=[C:11]([NH:14][CH:15]1[CH2:16][CH2:17][c:18]3[cH:19][cH:20][cH:21][cH:22][c:23]31)[O:12][CH2:13]2)[NH:26][CH2:27][C:28]([CH3:29])([OH:30])[CH3:31]. The product is CC(C)(O)CNCC(=O)Nc1ccc2c(c1)COC(NC1CCc3ccccc31)=N2.